Dataset: the Open Reaction Database (ORD), a public repository of structured organic reaction records. Task: describe an organic reaction: reactants, conditions, products, and yield Reactants: OCCc1ccccc1, C1CCC2=NCCCN2CC1, CS(=O)c1nc(N)nc(-c2ccco2)c1Cl, C1COCCO1. Product: Nc1nc(OCCc2ccccc2)c(Cl)c(-c2ccco2)n1. As a reaction SMILES: [CH2:17]([CH2:18][c:19]1[cH:20][cH:21][cH:22][cH:23][cH:24]1)[OH:25].[CH2:26]1[CH2:27][CH2:28][C:29]2=[N:34][CH2:33][CH2:32][CH2:31][N:30]2[CH2:35][CH2:36]1.[Cl:1][c:2]1[c:3](-[c:12]2[o:13][cH:14][cH:15][cH:16]2)[n:4][c:5]([NH2:11])[n:6][c:7]1[S:8]([CH3:9])=[O:10].[O:37]1[CH2:38][CH2:39][O:40][CH2:41][CH2:42]1>>[Cl:1][c:2]1[c:3](-[c:12]2[o:13][cH:14][cH:15][cH:16]2)[n:4][c:5]([NH2:11])[n:6][c:7]1[O:25][CH2:17][CH2:18][c:19]1[cH:20][cH:21][cH:22][cH:23][cH:24]1. Reactants: ClC1=C(C=C(C=C1)C(C)=O)S(N(C)C)(=O)=O (4'-chloro-3'-dimethylsulfamoylacetophenone), BrBr (bromine). Solvent: C(C)(C)O (isopropanol). The product is BrCC(=O)C1=CC(=C(C=C1)Cl)S(N(C)C)(=O)=O (2-Bromo-4'-chloro-3'-dimethylsulfamoylacetophenone). Reaction SMILES: [Cl:1][C:2]1[CH:7]=[CH:6][C:5]([C:8](=[O:10])[CH3:9])=[CH:4][C:3]=1[S:11](=[O:16])(=[O:15])[N:12]([CH3:14])[CH3:13].[Br:17]Br>C(O)(C)C>[Br:17][CH2:9][C:8]([C:5]1[CH:6]=[CH:7][C:2]([Cl:1])=[C:3]([S:11](=[O:16])(=[O:15])[N:12]([CH3:13])[CH3:14])[CH:4]=1)=[O:10]. Reported procedure: 7.9 g of 4'-chloro-3'-dimethylsulfamoylacetophenone were reacted according to Example 1a) with 4.8 g of bromine and worked up. Colorless crystals from isopropanol, melting point: 98° C. Reactants: C(C1=CC=CC=C1)OC(=O)COC1=C(C=C(C(=O)OC)C=C1)N1C=CC=C1 (methyl 4-benzyloxycarbonylmethoxy3-(pyrrol-1-yl)benzoate). Reagents/catalysts: [Pd] (Palladium on carbon). Run in CO (methanol), O1CCCC1 (tetrahydrofuran). Product: C(=O)(O)COC1=C(C=C(C(=O)OC)C=C1)N1C=CC=C1 (methyl 4-carboxymethoxy3-(pyrrol-1-yl)benzoate). The yield is 60.0%. RXN SMILES: C([O:8][C:9]([CH2:11][O:12][C:13]1[CH:22]=[CH:21][C:16]([C:17]([O:19][CH3:20])=[O:18])=[CH:15][C:14]=1[N:23]1[CH:27]=[CH:26][CH:25]=[CH:24]1)=[O:10])C1C=CC=CC=1>[Pd].CO.O1CCCC1>[C:9]([CH2:11][O:12][C:13]1[CH:22]=[CH:21][C:16]([C:17]([O:19][CH3:20])=[O:18])=[CH:15][C:14]=1[N:23]1[CH:27]=[CH:26][CH:25]=[CH:24]1)([OH:10])=[O:8]. Procedure details: 10% Palladium on carbon (0.5 g) was added to a solution of methyl 4-benzyloxycarbonylmethoxy3-(pyrrol-1-yl)benzoate (5.0 g) in methanol (50 ml) and tetrahydrofuran (20 ml) and the mixture was subjected to catalytic reduction at ambient temperature under atmospheric pressure. The catalyst was removed by filtration and filtrate was evaporated in vacuo. To the residue was added a mixture of ethyl acetate and water, and the mixture was adjusted to pH 8 with potassium carbonate. The separated aqueous... Starting materials: C(C)(C)(C)C1=CC=C(CNCCC2=CC=NC=C2)C=C1 ((4-tert-butyl-benzyl)-(2-pyridin-4-yl-ethyl)-amine), ClC=1C=C2C=CNC2=C(C1)C(=O)O (5-chloro-1H-indole-7-carboxylic acid), CCN=C=NCCCN(C)C.Cl (EDC.HCl). Run in C(Cl)Cl (DCM). Product: C(C)(C)(C)C1=CC=C(CN(C(=O)C=2C=C(C=C3C=CNC23)Cl)CCC2=CC=NC=C2)C=C1 (5-Chloro-1H-indole-7-carboxylic acid (4-tert-butyl-benzyl)-(2-pyridin-4-yl-ethyl)-amide). Isolated yield 47.1%. Reaction SMILES: [C:1]([C:5]1[CH:20]=[CH:19][C:8]([CH2:9][NH:10][CH2:11][CH2:12][C:13]2[CH:18]=[CH:17][N:16]=[CH:15][CH:14]=2)=[CH:7][CH:6]=1)([CH3:4])([CH3:3])[CH3:2].[Cl:21][C:22]1[CH:23]=[C:24]2[C:28](=[C:29]([C:31](O)=[O:32])[CH:30]=1)[NH:27][CH:26]=[CH:25]2.CCN=C=NCCCN(C)C.Cl>C(Cl)Cl>[C:1]([C:5]1[CH:20]=[CH:19][C:8]([CH2:9][N:10]([CH2:11][CH2:12][C:13]2[CH:18]=[CH:17][N:16]=[CH:15][CH:14]=2)[C:31]([C:29]2[CH:30]=[C:22]([Cl:21])[CH:23]=[C:24]3[C:28]=2[NH:27][CH:26]=[CH:25]3)=[O:32])=[CH:7][CH:6]=1)([CH3:4])([CH3:2])[CH3:3] |f:2.3|. Reported procedure: 268 mg (1 mmol) of (4-tert-butyl-benzyl)-(2-pyridin-4-yl-ethyl)-amine, 196 mg (1 mmol) of 5-chloro-1H-indole-7-carboxylic acid and 217 mg (1.1 mmol) of EDC.HCl were stirred over night at rt in 20 ml DCM. The product was purified by column chromatography (silica gel; EtOAc) to yield 210 mg (47%) product as a colorless oil. MS (ISP) 446.0 (M+H)+. Reactants: CC12C(CC(CC1)C2(C)C)=O (1,7,7-Trimethylbicyclo[2.2.1]heptan-2-one), 4-toluenesulfonylhydrazone, C[Li] (methyllithium). The solvent is CCOCC (ether). Yields the product CC12C=CC(CC1)C2(C)C (1,7,7-Trimethylbicyclo[2.2.1]hept-2-ene). RXN SMILES: [CH3:1][C:2]12[C:8]([CH3:10])([CH3:9])[CH:5]([CH2:6][CH2:7]1)[CH2:4][C:3]2=O.C[Li]>CCOCC>[CH3:1][C:2]12[C:8]([CH3:10])([CH3:9])[CH:5]([CH2:6][CH2:7]1)[CH:4]=[CH:3]2. Procedure details: 1,7,7-Trimethylbicyclo[2.2.1]heptan-2-one (1-camphor) was converted into its 4-toluenesulfonylhydrazone, which was then reacted with methyllithium in ether, to give the title compound. The method used was that described by Shapiro and Duncan, Organic Synthesis, Vol 51, pp 67-69, for the conversion of racemic camphor into racemic 1,7,7-trimethylbicyclo[2.2.1]hept-2-ene. Run in O (water). Run at time 1 hour. The reactants are [H-].[Na+] (sodium hydride), C(C)(=O)NO (acetohydroxamic acid), C(C1=CC=CC=C1)Br (benzylbromide). Procedure details: 60% sodium hydride (11.68 g, 0.292 mol) was added to a dimethyliformamide solution (200 ml) of acetohydroxamic acid (21.9 g, 0.292 mol) with cooling in an ice bath. After stirring for 1 hour at room temperature, benzylbromide (50 g, 0.292 mol) was added thereto and allowed to react for 24 hours at room temperature. The reaction solution was poured into 500 ml of water. and extracted with ethyl acetate. The organic layer was rinsed with water and dried. After removing the solvent by evaporation, ... RXN SMILES: [H-].[Na+].[C:3]([NH:6][OH:7])(=[O:5])[CH3:4].[CH2:8](Br)[C:9]1[CH:14]=[CH:13][CH:12]=[CH:11][CH:10]=1>O>[CH2:8]([O:7][NH:6][C:3](=[O:5])[CH3:4])[C:9]1[CH:14]=[CH:13][CH:12]=[CH:11][CH:10]=1 |f:0.1|. Yield: 64.9%. The product is C(C1=CC=CC=C1)ONC(C)=O (N-benzyloxyacetamide).